Dataset: the Open Reaction Database (ORD), a public repository of structured organic reaction records. Task: describe an organic reaction: reactants, conditions, products, and yield Starting materials: COC(=O)c1cc(Br)ccc1I, O=C([O-])[O-], O=C([O-])[O-], [Cs+], [Cs+], [K+], [K+], CN(C)C=O, OB(O)c1ccccc1, [Pd], c1ccc(P(c2ccccc2)c2ccccc2)cc1, c1ccc(P(c2ccccc2)c2ccccc2)cc1, c1ccc(P(c2ccccc2)c2ccccc2)cc1, c1ccc(P(c2ccccc2)c2ccccc2)cc1. The product is COC(=O)c1cc(Br)ccc1-c1ccccc1. Reaction SMILES: [Br:1][c:2]1[cH:3][cH:4][c:5]([I:12])[c:6]([C:7](=[O:8])[O:9][CH3:10])[cH:11]1.[C:22](=[O:23])([O-:24])[O-:25].[C:28](=[O:29])([O-:30])[O-:31].[Cs+:32].[Cs+:33].[K+:26].[K+:27].[O:34]=[CH:35][N:36]([CH3:37])[CH3:38].[OH:13][B:14]([OH:15])[c:16]1[cH:17][cH:18][cH:19][cH:20][cH:21]1.[Pd:115].[c:39]1([P:40]([c:41]2[cH:42][cH:43][cH:44][cH:45][cH:46]2)[c:47]2[cH:48][cH:49][cH:50][cH:51][cH:52]2)[cH:53][cH:54][cH:55][cH:56][cH:57]1.[c:58]1([P:59]([c:60]2[cH:61][cH:62][cH:63][cH:64][cH:65]2)[c:66]2[cH:67][cH:68][cH:69][cH:70][cH:71]2)[cH:72][cH:73][cH:74][cH:75][cH:76]1.[c:77]1([P:78]([c:79]2[cH:80][cH:81][cH:82][cH:83][cH:84]2)[c:85]2[cH:86][cH:87][cH:88][cH:89][cH:90]2)[cH:91][cH:92][cH:93][cH:94][cH:95]1.[c:96]1([P:97]([c:98]2[cH:99][cH:100][cH:101][cH:102][cH:103]2)[c:104]2[cH:105][cH:106][cH:107][cH:108][cH:109]2)[cH:110][cH:111][cH:112][cH:113][cH:114]1>>[Br:1][c:2]1[cH:3][cH:4][c:5](-[c:16]2[cH:17][cH:18][cH:19][cH:20][cH:21]2)[c:6]([C:7](=[O:8])[O:9][CH3:10])[cH:11]1. Reaction SMILES: [CH3:1][O:2][C:3]1([O:10][CH3:11])[CH2:8][CH2:7][O:6][CH2:5][CH:4]1[OH:9].[H-].[Na+].I[CH2:15][CH3:16]>C1COCC1>[CH2:15]([O:9][CH:4]1[C:3]([O:10][CH3:11])([O:2][CH3:1])[CH2:8][CH2:7][O:6][CH2:5]1)[CH3:16] |f:1.2|. Starting materials: COC1(C(COCC1)O)OC (4,4-dimethoxytetrahydro-2H-pyran-3-ol), [H-].[Na+] (sodium hydride), ICC (Iodoethane), [H-].[Na+] (sodium hydride), ICC (iodoethane). Yield: 92.0%. Procedure: To a solution of 4,4-dimethoxytetrahydro-2H-pyran-3-ol (2.0 g, 12 mmol) in THF (20 mL) cooled in an ice bath was slowly added sodium hydride (0.60 g, 15 mmol) and the resulting slurry was stirred for 1 h. Iodoethane (1.5 mL, 19 mmol) was added and the mixture was stirred at room temperature overnight. More sodium hydride (0.6 g) and iodoethane (3 mL) were added and stirring was continued another overnight. The reaction was quenched with water. The resulting solution was extracted with EtOAc twic... The solvent is C1CCOC1 (THF). Run at time 1 hour. The product is C(C)OC1COCCC1(OC)OC (3-Ethoxy-4,4-dimethoxytetrahydro-2H-pyran). Starting materials: COc1cc(I)c2c(c1)CN(Cc1ccc(OC(F)(F)F)cc1)C2=O, CC#N, [Cu]I, N#C[Na], c1ccc(P(c2ccccc2)(c2ccccc2)[Pd](P(c2ccccc2)(c2ccccc2)c2ccccc2)(P(c2ccccc2)(c2ccccc2)c2ccccc2)P(c2ccccc2)(c2ccccc2)c2ccccc2)cc1. Yields the product COc1cc(C#N)c2c(c1)CN(Cc1ccc(OC(F)(F)F)cc1)C2=O. As a reaction SMILES: [CH3:1][O:2][c:3]1[cH:4][c:5]2[c:9]([c:10]([I:12])[cH:11]1)[C:8](=[O:13])[N:7]([CH2:14][c:15]1[cH:16][cH:17][c:18]([O:21][C:22]([F:23])([F:24])[F:25])[cH:19][cH:20]1)[CH2:6]2.[CH3:29][C:30]#[N:31].[Cu:109][I:110].[Na:26][C:27]#[N:28].[cH:32]1[cH:33][cH:34][c:35]([P:36]([Pd:37]([P:38]([c:39]2[cH:40][cH:41][cH:42][cH:43][cH:44]2)([c:45]2[cH:46][cH:47][cH:48][cH:49][cH:50]2)[c:51]2[cH:52][cH:53][cH:54][cH:55][cH:56]2)([P:57]([c:58]2[cH:59][cH:60][cH:61][cH:62][cH:63]2)([c:64]2[cH:65][cH:66][cH:67][cH:68][cH:69]2)[c:70]2[cH:71][cH:72][cH:73][cH:74][cH:75]2)[P:76]([c:77]2[cH:78][cH:79][cH:80][cH:81][cH:82]2)([c:83]2[cH:84][cH:85][cH:86][cH:87][cH:88]2)[c:89]2[cH:90][cH:91][cH:92][cH:93][cH:94]2)([c:95]2[cH:96][cH:97][cH:98][cH:99][cH:100]2)[c:101]2[cH:102][cH:103][cH:104][cH:105][cH:106]2)[cH:107][cH:108]1>>[CH3:1][O:2][c:3]1[cH:4][c:5]2[c:9]([c:10]([C:27]#[N:28])[cH:11]1)[C:8](=[O:13])[N:7]([CH2:14][c:15]1[cH:16][cH:17][c:18]([O:21][C:22]([F:23])([F:24])[F:25])[cH:19][cH:20]1)[CH2:6]2.